This data is from the Open Reaction Database (ORD), a public repository of structured organic reaction records. The task is: describe an organic reaction: reactants, conditions, products, and yield Starting materials: 2-methoxypyridyl-5-isothiocyanate, C1(=CC(=CC(=C1)C)C)C(=O)[O-].N[N+]1=C(C=NC=C1)N (1,2-diamino-pyrazinium mesitylenate), C(C)(C)N(CC)C(C)C (diisopropylethylamine), CCN=C=NCCCN(C)C.Cl (EDCl). The solvent is ClCCl (dichloromethane). Conditions: time 6 hour. Product: ClC=1C=2N(C=CN1)N=C(N2)NC=2C=NC(=CC2)OC (8-Chloro-[1,2,4]triazolo[1,5-a]pyrazin-2-yl-(6-methoxy-pyridin-3-yl)-amine). Isolated yield 64.3%. As a reaction SMILES: C1([C:9]([O-:11])=O)C=C(C)C=C(C)C=1.[NH2:12][N+:13]1[CH:18]=[CH:17][N:16]=[CH:15][C:14]=1[NH2:19].[CH:20]([N:23]([CH:26](C)C)CC)(C)C.CCN=C=N[CH2:34][CH2:35][CH2:36][N:37]([CH3:39])C.[ClH:40]>ClCCl>[Cl:40][C:15]1[C:14]2[N:13]([N:12]=[C:20]([NH:23][C:26]3[CH:39]=[N:37][C:36]([O:11][CH3:9])=[CH:35][CH:34]=3)[N:19]=2)[CH:18]=[CH:17][N:16]=1 |f:0.1,3.4|. Reported procedure: To a solution of 2-methoxypyridyl-5-isothiocyanate (3 g, 18.07 mmol) in dry dichloromethane (200 ml), 1,2-diamino-pyrazinium mesitylenate (7.77 g, 22.5 mmol), diisopropylethylamine (11.67 g, 90.35 mmol) and EDCl (3.44 g, 36.14 mmol) are added and stirred for 6 hours. The reaction mixture is concentrated and the residue is taken in water (100 ml), triturated and filtered, washed with water (50 ml×2) and 50% diethylether in hexane to get the titled product as light brown solid (4 g, 80.32%); TLC: ... The reactants are FC1=CC2=C(N(C(=N2)COC2=CC=CC=C2)CC2=CC=C(C=C2)OC(F)(F)F)C=C1N1CCNCC1 (5-fluoro-2-phenoxymethyl-6-piperazin-1-yl-1-(4-trifluoromethoxy-benzyl)-1H-benzoimidazole), TEA, C1(=CC=CC=C1)CC(=O)Cl (phenyl-acetyl chloride). Solvent: ClCCl (dichloromethane), ClCCl (dichloromethane). Run at time 5 hour. Yields the product FC=1C(=CC2=C(N=C(N2CC2=CC=C(C=C2)OC(F)(F)F)COC2=CC=CC=C2)C1)N1CCN(CC1)C(CC1=CC=CC=C1)=O (1-{4-[6-Fluoro-2-phenoxymethyl-3-(4-trifluoromethoxy-benzyl)-3H-benzoimidazol-5-yl]-piperazin-1-yl}-2-phenyl-ethanone). As a reaction SMILES: [F:1][C:2]1[C:30]([N:31]2[CH2:36][CH2:35][NH:34][CH2:33][CH2:32]2)=[CH:29][C:5]2[N:6]([CH2:17][C:18]3[CH:23]=[CH:22][C:21]([O:24][C:25]([F:28])([F:27])[F:26])=[CH:20][CH:19]=3)[C:7]([CH2:9][O:10][C:11]3[CH:16]=[CH:15][CH:14]=[CH:13][CH:12]=3)=[N:8][C:4]=2[CH:3]=1.[C:37]1([CH2:43][C:44](Cl)=[O:45])[CH:42]=[CH:41][CH:40]=[CH:39][CH:38]=1>ClCCl>[F:1][C:2]1[C:30]([N:31]2[CH2:36][CH2:35][N:34]([C:44](=[O:45])[CH2:43][C:37]3[CH:42]=[CH:41][CH:40]=[CH:39][CH:38]=3)[CH2:33][CH2:32]2)=[CH:29][C:5]2[N:6]([CH2:17][C:18]3[CH:19]=[CH:20][C:21]([O:24][C:25]([F:26])([F:27])[F:28])=[CH:22][CH:23]=3)[C:7]([CH2:9][O:10][C:11]3[CH:12]=[CH:13][CH:14]=[CH:15][CH:16]=3)=[N:8][C:4]=2[CH:3]=1. Procedure: 80 mg of 5-fluoro-2-phenoxymethyl-6-piperazin-1-yl-1-(4-trifluoromethoxy-benzyl)-1H-benzoimidazole (0.16 mmol) and 0.033 ml TEA (0.24 mmol) were dissolved in 1.5 ml dichloromethane and treated with 0.027 ml phenyl-acetyl chloride (0.2 mmol). After 5 h stirring at rt, the reaction mixture was diluted with dichloromethane, washed with water, saturated sodium bicarbonate and brine, dried with magnesium sulfate, filtered and concentrated in vacuo, leading to 89 mg light yellow solid (86%). MS (ISP) ... Reactants: CCN=C=NCCCN(C)C, CN(C)c1ccncc1, ClCCl, Cl, O=C(O)CN1CCC(c2ccccc2)(c2ccccc2)C1=O, NCC(c1ccccc1)c1ccccc1. The product is O=C(CN1CCC(c2ccccc2)(c2ccccc2)C1=O)NCC(c1ccccc1)c1ccccc1. RXN SMILES: [CH2:39]([N:40]=[C:41]=[N:42][CH2:43][CH2:44][CH2:45][N:46]([CH3:47])[CH3:48])[CH3:49].[CH3:53][N:54]([CH3:55])[c:56]1[cH:57][cH:58][n:59][cH:60][cH:61]1.[Cl:50][CH2:51][Cl:52].[ClH:38].[O:16]=[C:17]1[N:18]([CH2:34][C:35](=[O:36])[OH:37])[CH2:19][CH2:20][C:21]1([c:22]1[cH:23][cH:24][cH:25][cH:26][cH:27]1)[c:28]1[cH:29][cH:30][cH:31][cH:32][cH:33]1.[c:1]1([CH:7]([CH2:8][NH2:9])[c:10]2[cH:11][cH:12][cH:13][cH:14][cH:15]2)[cH:2][cH:3][cH:4][cH:5][cH:6]1>>[c:1]1([CH:7]([CH2:8][NH:9][C:35]([CH2:34][N:18]2[C:17](=[O:16])[C:21]([c:22]3[cH:23][cH:24][cH:25][cH:26][cH:27]3)([c:28]3[cH:29][cH:30][cH:31][cH:32][cH:33]3)[CH2:20][CH2:19]2)=[O:36])[c:10]2[cH:11][cH:12][cH:13][cH:14][cH:15]2)[cH:2][cH:3][cH:4][cH:5][cH:6]1. Reactants: [Al+3], O=C(CCC1(c2ccc(F)cc2)CCCCC1)N1CCN(Cc2ccccc2)CC1, [H-], [H-], [H-], [H-], [Li+], [Na+], C1CCOC1, [OH-], O. Product: Fc1ccc(C2(CCCN3CCN(Cc4ccccc4)CC3)CCCCC2)cc1. As a reaction SMILES: [Al+3:32].[CH2:1]([c:2]1[cH:3][cH:4][cH:5][cH:6][cH:7]1)[N:8]1[CH2:9][CH2:10][N:11]([C:14]([CH2:15][CH2:16][C:17]2([c:23]3[cH:24][cH:25][c:26]([F:29])[cH:27][cH:28]3)[CH2:18][CH2:19][CH2:20][CH2:21][CH2:22]2)=[O:30])[CH2:12][CH2:13]1.[H-:31].[H-:34].[H-:35].[H-:36].[Li+:33].[Na+:39].[O:40]1[CH2:41][CH2:42][CH2:43][CH2:44]1.[OH-:38].[OH2:37]>>[CH2:1]([c:2]1[cH:3][cH:4][cH:5][cH:6][cH:7]1)[N:8]1[CH2:9][CH2:10][N:11]([CH2:14][CH2:15][CH2:16][C:17]2([c:23]3[cH:24][cH:25][c:26]([F:29])[cH:27][cH:28]3)[CH2:18][CH2:19][CH2:20][CH2:21][CH2:22]2)[CH2:12][CH2:13]1. The reactants are COC(=O)C=1N=CC2=CC(=CC=C2C1O)C1=CC=CC=C1 (4-hydroxy-7-phenyl-isoquinoline-3-carboxylic acid methyl ester), OC(=O)C(F)(F)F.NCC(C(=O)O)(C)C (3-amino-2,2-dimethyl-propionic acid TFA salt), C[O-].[Na+] (NaOMe). Run in CCO (EtOH). Reaction conditions: temperature 150 celsius. The product is OC1=C(N=CC2=CC(=CC=C12)C1=CC=CC=C1)C(=O)NCC(C(=O)O)(C)C (3-[(4-Hydroxy-7-phenyl-isoquinoline-3-carbonyl)-amino]-2,2-dimethyl-propionic acid). Isolated yield 47.4%. As a reaction SMILES: C[O:2][C:3]([C:5]1[N:6]=[CH:7][C:8]2[C:13]([C:14]=1[OH:15])=[CH:12][CH:11]=[C:10]([C:16]1[CH:21]=[CH:20][CH:19]=[CH:18][CH:17]=1)[CH:9]=2)=O.OC(C(F)(F)F)=O.[NH2:29][CH2:30][C:31]([CH3:36])([CH3:35])[C:32]([OH:34])=[O:33].C[O-].[Na+]>CCO>[OH:15][C:14]1[C:13]2[C:8](=[CH:9][C:10]([C:16]3[CH:21]=[CH:20][CH:19]=[CH:18][CH:17]=3)=[CH:11][CH:12]=2)[CH:7]=[N:6][C:5]=1[C:3]([NH:29][CH2:30][C:31]([CH3:36])([CH3:35])[C:32]([OH:34])=[O:33])=[O:2] |f:1.2,3.4|. Reported procedure: A mixture of 4-hydroxy-7-phenyl-isoquinoline-3-carboxylic acid methyl ester (60 mg, 0.22 mmol), 3-amino-2,2-dimethyl-propionic acid TFA salt (200 mg, 0.86 mmol) and NaOMe (93 mg, 1.72 mmol) in EtOH (2.2 mL) was heated at 150° C. in a microwave reactor for 6 h. The solvent was evaporated, and the residue was partitioned between water and EtOAc. 1 M HCl was added with vigorous stirring until pH was ˜2. The organic layer was dried over MgSO4 and concentrated. The crude product was purified by colum... The product is C(C)(=O)OCCCCCCCCCCC[C@H]1[C@H]2[C@@H]3CCC([C@@]3(C)CC[C@@H]2[C@H]2CCC(C=C2C1)=O)=O (7α-(11-acetoxyundecyl)-4-estrene-3,17-dione). Solvent: N1=CC=CC=C1 (pyridine), O1CCCC1 (tetrahydrofuran), C(C)OCC (diethyl ether). Reaction SMILES: C[Si](C)(C(C)(C)C)O[CH2:4][CH2:5][CH2:6][CH2:7][CH2:8][CH2:9][CH2:10][CH2:11][CH2:12][CH2:13][CH2:14][C@@H:15]1[CH2:32][C:31]2[C@H:26]([CH2:27][CH2:28][C:29](=[O:33])[CH:30]=2)[C@@H:25]2[C@@H:16]1[C@H:17]1[C@@:21]([CH2:23][CH2:24]2)([CH3:22])[C:20](=[O:34])[CH2:19][CH2:18]1.[C:40]([OH:43])(=[O:42])[CH3:41].O.C(OC(=O)C)(=O)C>O1CCCC1.C(OCC)C.N1C=CC=CC=1>[C:40]([O:43][CH2:4][CH2:5][CH2:6][CH2:7][CH2:8][CH2:9][CH2:10][CH2:11][CH2:12][CH2:13][CH2:14][C@@H:15]1[CH2:32][C:31]2[C@H:26]([CH2:27][CH2:28][C:29](=[O:33])[CH:30]=2)[C@@H:25]2[C@@H:16]1[C@H:17]1[C@@:21]([CH2:23][CH2:24]2)([CH3:22])[C:20](=[O:34])[CH2:19][CH2:18]1)(=[O:42])[CH3:41]. Procedure: 28.3 g of 7α-[11-(dimethyl-tert-butylsilyloxy)-undecyl]-4-estrene-3,17-dione is stirred in 141 ml of tetrahydrofuran with 156 ml of glacial acetic acid and 78 ml of water for 2 hours at 50°. Then the mixture is concentrated to dryness under vacuum. The crude 7α-(11-hydroxyundecyl)-4-estrene-3,17-dione obtained in this way is agitated with 140 ml of pyridine and 70 ml of acetic anhydride for 15 hours at 25°. For working up the mixture, the latter is cooled to 0°, combined diluted with diethyl eth... Reactants: C(C)(=O)OC(C)=O (acetic anhydride), C[Si](OCCCCCCCCCCC[C@H]1[C@H]2[C@@H]3CCC([C@@]3(C)CC[C@@H]2[C@H]2CCC(C=C2C1)=O)=O)(C(C)(C)C)C (7α-[11-(dimethyl-tert-butylsilyloxy)-undecyl]-4-estrene-3,17-dione), C(C)(=O)O (acetic acid), O (water). The reactants are NC=1C(=CC2=CC=CC=C2C1)C(=O)NC1=NC=C(C=C1)Cl (3-amino-N-(5-chloropyridin-2-yl)-2-naphthamide), C(O)([O-])=O.[Na+] (sodium hydrogen carbonate), O=C1N(CCC1)[C@@H]1CC[C@H](CC1)C(=O)O (trans-4-(2-oxopyrrolidin-1-yl)cyclohexanecarboxylic acid), Cl.C(C)N=C=NCCCN(C)C (1-ethyl-3-(3-dimethylaminopropyl)carbodiimide hydrochloride), S(=O)(Cl)Cl (thionyl chloride). Reagents/catalysts: CN(C1=CC=NC=C1)C (4-(dimethylamino)pyridine), CN(C=O)C (N,N-dimethylformamide). The solvent is N1=CC=CC=C1 (pyridine), C(Cl)(Cl)Cl (chloroform). Reaction conditions: time 15 hour. Product: ClC=1C=CC(=NC1)NC(=O)C1=CC2=CC=CC=C2C=C1NC(=O)[C@@H]1CC[C@H](CC1)N1C(CCC1)=O (N-(5-Chloropyridin-2-yl)-3-({[trans-4-(2-oxopyrrolidin-1-yl)cyclohexyl]carbonyl}amino)-2-naphthamide). Isolated yield 70.4%. RXN SMILES: S(Cl)(Cl)=O.[NH2:5][C:6]1[C:7]([C:16]([NH:18][C:19]2[CH:24]=[CH:23][C:22]([Cl:25])=[CH:21][N:20]=2)=[O:17])=[CH:8][C:9]2[C:14]([CH:15]=1)=[CH:13][CH:12]=[CH:11][CH:10]=2.[O:26]=[C:27]1[CH2:31][CH2:30][CH2:29][N:28]1[C@H:32]1[CH2:37][CH2:36][C@H:35]([C:38](O)=[O:39])[CH2:34][CH2:33]1.Cl.C(N=C=NCCCN(C)C)C.C(=O)([O-])O.[Na+]>C(Cl)(Cl)Cl.CN(C)C=O.CN(C)C1C=CN=CC=1.N1C=CC=CC=1>[Cl:25][C:22]1[CH:23]=[CH:24][C:19]([NH:18][C:16]([C:7]2[C:6]([NH:5][C:38]([C@H:35]3[CH2:36][CH2:37][C@H:32]([N:28]4[CH2:29][CH2:30][CH2:31][C:27]4=[O:26])[CH2:33][CH2:34]3)=[O:39])=[CH:15][C:14]3[C:9](=[CH:10][CH:11]=[CH:12][CH:13]=3)[CH:8]=2)=[O:17])=[N:20][CH:21]=1 |f:3.4,5.6|. Procedure details: Trans-4-(2-oxopyrrolidin-1-yl)cyclohexane-carboxylic acid (40 mg) obtained in Reference Example 2 is dissolved in chloroform (3 ml), and thereto are added thionyl chloride (15 μl) and N,N-dimethylformamide (1 drop) followed by stirring at room temperature for 15 hours. To the reaction solution are added 3-amino-N-(5-chloropyridin-2-yl)-2-naphthamide (31 mg) obtained in Example 34(1) and pyridine (1 ml), and the mixture is stirred at room temperature for 12 hours. After adding trans-4-(2-oxopyrro... Starting materials: CCOCC, CCOC=O, [Na], O, COC(=O)CCc1cccnc1. The product is COC(=O)C(C=O)Cc1cccnc1. RXN SMILES: [CH3:19][CH2:20][O:21][CH2:22][CH3:23].[CH:14](=[O:15])[O:16][CH2:17][CH3:18].[Na:1].[OH2:24].[n:2]1[cH:3][c:4]([CH2:8][CH2:9][C:10](=[O:11])[O:12][CH3:13])[cH:5][cH:6][cH:7]1>>[n:2]1[cH:3][c:4]([CH2:8][CH:9]([C:10](=[O:11])[O:12][CH3:13])[CH:14]=[O:15])[cH:5][cH:6][cH:7]1. The reactants are C=CC(CCCCC)=O (oct-1-en-3-one), CN1C(NNC1=O)=O (4-methyl-1,2,4-triazolidine-3,5-dione), [H-].[Na+] (sodium hydride), resultant solution, ice. Run in C(C)(=O)OCC (ethyl acetate), CN(C=O)C (dimethylformamide), CN(C=O)C (dimethylformamide). Conditions: time 48 hour. Product: CN1C(N(NC1=O)CCC(CCCCC)=O)=O (4-Methyl-2-(3'-oxo-octyl)-1,2,4-triazolidine-3,5-dione). Yield: 54.3%. RXN SMILES: [CH3:1][N:2]1[C:6](=[O:7])[NH:5][NH:4][C:3]1=[O:8].[H-].[Na+].[CH2:11]=[CH:12][C:13](=[O:19])[CH2:14][CH2:15][CH2:16][CH2:17][CH3:18]>CN(C)C=O.C(OCC)(=O)C>[CH3:1][N:2]1[C:6](=[O:7])[NH:5][N:4]([CH2:11][CH2:12][C:13](=[O:19])[CH2:14][CH2:15][CH2:16][CH2:17][CH3:18])[C:3]1=[O:8] |f:1.2|. Procedure: To a solution of 4-methyl-1,2,4-triazolidine-3,5-dione (5.75 g, 0.05 mol) in dry dimethylformamide (40 ml) stirred at 75° under a nitrogen atmosphere was added portionwise sodium hydride (1.575 g, 0.055 mol, as an 80% dispersion in mineral oil) and the resultant solution stirred at 75° for 0.5 hr. To this solution was added oct-1-en-3-one (6.57 g, 0.055 mol) dropwise in dimethylformamide (20 ml) and the solution heated with stirring for 48 hr at 75°. The reaction mixture was then cooled, taken u...